This data is from the Open Reaction Database (ORD), a public repository of structured organic reaction records. The task is: describe an organic reaction: reactants, conditions, products, and yield Reactants: [OH-].[K+] (potassium hydroxide), CI (methyl iodide), C1(=CC=CC=C1)S(=O)(=O)NC(=O)C=1C=CC2=C(N(C(=N2)S)CC2=CC=C(C=C2)C2=CC=CC=C2)C1 (6-benzenesulfonylcarbamoyl-1-(biphenyl-4-ylmethyl)-2-mercaptobenzimidazole), Cl (hydrochloric acid). Solvent: CO (methanol), O (water). Reaction SMILES: [OH-].[K+].[CH3:3]I.[C:5]1([S:11]([NH:14][C:15]([C:17]2[CH:18]=[CH:19][C:20]3[N:24]=[C:23]([SH:25])[N:22]([CH2:26][C:27]4[CH:32]=[CH:31][C:30]([C:33]5[CH:38]=[CH:37][CH:36]=[CH:35][CH:34]=5)=[CH:29][CH:28]=4)[C:21]=3[CH:39]=2)=[O:16])(=[O:13])=[O:12])[CH:10]=[CH:9][CH:8]=[CH:7][CH:6]=1.Cl>CO.O>[C:5]1([S:11]([NH:14][C:15]([C:17]2[CH:18]=[CH:19][C:20]3[N:24]=[C:23]([S:25][CH3:3])[N:22]([CH2:26][C:27]4[CH:28]=[CH:29][C:30]([C:33]5[CH:38]=[CH:37][CH:36]=[CH:35][CH:34]=5)=[CH:31][CH:32]=4)[C:21]=3[CH:39]=2)=[O:16])(=[O:13])=[O:12])[CH:10]=[CH:9][CH:8]=[CH:7][CH:6]=1 |f:0.1|. Reported procedure: A 20% potassium hydroxide aqueous solution (0.323 g), 2 ml of water and 0.123 g of methyl iodide were added to a solution of 0.310 g of 6-benzenesulfonylcarbamoyl-1-(biphenyl-4-ylmethyl)-2-mercaptobenzimidazole in 5 ml of methanol in this order, and the mixture was stirred at room temperature for 2 hours. The reaction solution was adjusted to a pH of from 5 to 6 with 10% hydrochloric acid. The crystals precipitated were separated through filtration, and were dried to give 0.281 g of 6-benzenesul... Isolated yield 88.2%. Product: C1(=CC=CC=C1)S(=O)(=O)NC(=O)C=1C=CC2=C(N(C(=N2)SC)CC2=CC=C(C=C2)C2=CC=CC=C2)C1 (6-benzenesulfonylcarbamoyl-1-(biphenyl-4-ylmethyl)-2-methylthio-benzimidazole). Reaction conditions: time 2 hour. Starting materials: CC(C)(C)OC(=O)NC1CCN(c2nc(N)nc3c2CCCc2ccccc2-3)C1, ClCCl, O=C(O)C(F)(F)F. Product: Nc1nc2c(c(N3CCC(N)C3)n1)CCCc1ccccc1-2. Reaction SMILES: [C:1]([O:2][C:3](=[O:4])[NH:8][CH:9]1[CH2:10][N:11]([c:14]2[c:15]3[c:16]([n:17][c:18]([NH2:20])[n:19]2)-[c:21]2[c:22]([cH:26][cH:27][cH:28][cH:29]2)[CH2:23][CH2:24][CH2:25]3)[CH2:12][CH2:13]1)([CH3:5])([CH3:6])[CH3:7].[Cl:37][CH2:38][Cl:39].[OH:30][C:31]([C:32]([F:33])([F:34])[F:35])=[O:36]>>[NH2:8][CH:9]1[CH2:10][N:11]([c:14]2[c:15]3[c:16]([n:17][c:18]([NH2:20])[n:19]2)-[c:21]2[c:22]([cH:26][cH:27][cH:28][cH:29]2)[CH2:23][CH2:24][CH2:25]3)[CH2:12][CH2:13]1.